Dataset: the Open Reaction Database (ORD), a public repository of structured organic reaction records. Task: describe an organic reaction: reactants, conditions, products, and yield The reactants are CN(C)CC1=CNC2=C1C=C(C=C2)OC (5-methoxygramine). The reagents and catalysts are [Pd] (Palladium on carbon). The solvent is C(C)O (ethanol). Yields the product COC=1C=C2C(=CNC2=CC1)C (5-methoxy-3-methylindole). Reaction SMILES: CN([CH2:4][C:5]1[C:9]2[CH:10]=[C:11]([O:14][CH3:15])[CH:12]=[CH:13][C:8]=2[NH:7][CH:6]=1)C>C(O)C.[Pd]>[CH3:15][O:14][C:11]1[CH:10]=[C:9]2[C:8](=[CH:13][CH:12]=1)[NH:7][CH:6]=[C:5]2[CH3:4]. Procedure: A solution of 5-methoxygramine (3.96 g) in absolute ethanol (80 ml) with 10% Palladium on carbon (0.40 g) is hydrogenated at atmospheric pressure for 10 hours. The catalyst is removed by vacuum filtration through Hy-Flo and the filtrate is concentrated in vacuo to give an oil which crystallizes on standing to give 5-methoxy-3-methylindole. Reactants: Cl (hydrochloric acid), [BH4-].[Na+] (sodium borohydride), BrC=1C(=CC2=C(CC(=NN=C2C2=CC=C(C=C2)[N+](=O)[O-])C)C1)OC (7-bromo-4-methyl-8-methoxy-1-(4-nitrophenyl)-5H-2,3-benzodiazepine). Run in CO (methanol), O (water). Run at time 10 minute. Product: BrC=1C(=CC2=C(CC(NN=C2C2=CC=C(C=C2)[N+](=O)[O-])C)C1)OC (7-bromo-4-methyl-8-methoxy-1-(4-nitrophenyl)-4,5-dihydro-3H-2,3-benzodiazepine), crude product. RXN SMILES: Cl.[BH4-].[Na+].[Br:4][C:5]1[C:6]([O:26][CH3:27])=[CH:7][C:8]2[C:14]([C:15]3[CH:20]=[CH:19][C:18]([N+:21]([O-:23])=[O:22])=[CH:17][CH:16]=3)=[N:13][N:12]=[C:11]([CH3:24])[CH2:10][C:9]=2[CH:25]=1>CO.O>[Br:4][C:5]1[C:6]([O:26][CH3:27])=[CH:7][C:8]2[C:14]([C:15]3[CH:20]=[CH:19][C:18]([N+:21]([O-:23])=[O:22])=[CH:17][CH:16]=3)=[N:13][NH:12][CH:11]([CH3:24])[CH2:10][C:9]=2[CH:25]=1 |f:1.2|. Procedure: 3.5 ml (43.2 mmol) of concentrated hydrochloric acid is first added, and then over about 10 minutes, 1.80 g (47.5 mmol) of sodium borohydride is added in portions to a suspension of 1.4 g (3.6 mmol) of 7-bromo-4-methyl-8-methoxy-1-(4-nitrophenyl)-5H-2,3-benzodiazepine (Example 3, Step C) in 60 ml of methanol. The suspension is stirred for another hour, and then diluted with water (60 ml). The crystalline material is suctioned off and washed with 50% aqueous methanol (3×50 ml). The 7-bromo-4-meth... Yields the product FC1=CC=C(C=N1)C1(CCC2(OCCO2)CC1)O (8-(6-Fluoropyridin-3-yl)-1,4-dioxaspiro[4.5]decan-8-ol). Reactants: BrC=1C=CC(=NC1)F (5-bromo-2-fluoropyridine), C(CCC)[Li] (n-butyllithium), CN(C)CCN(C)C (TMEDA), C1COC2(CCC(CC2)=O)O1 (1,4-cyclohexanedione monoethylene ketal), ice water. Run in CCOCC (ether), C1CCOC1 (THF). As a reaction SMILES: Br[C:2]1[CH:3]=[CH:4][C:5]([F:8])=[N:6][CH:7]=1.C([Li])CCC.CN(CCN(C)C)C.[CH2:22]1[O:32][C:25]2([CH2:30][CH2:29][C:28](=[O:31])[CH2:27][CH2:26]2)[O:24][CH2:23]1>CCOCC.C1COCC1>[F:8][C:5]1[N:6]=[CH:7][C:2]([C:28]2([OH:31])[CH2:29][CH2:30][C:25]3([O:32][CH2:22][CH2:23][O:24]3)[CH2:26][CH2:27]2)=[CH:3][CH:4]=1. Run at temperature -78 celsius, time 1 hour. Isolated yield 71.8%. Procedure: A solution of 5-bromo-2-fluoropyridine (2 g, 0.011 mol) in 50 mL of dry ether under nitrogen was cooled to −78° C. n-butyllithium (7.5 mL, 0.011 mol, 1.6 M solution in hexane) and TMEDA (2.5 g, 0.022 mol) were added dropwise. The orange solution was stirred for an additional 1 h at −78° C. and then treated dropwise over 10 min with a solution of 1,4-cyclohexanedione monoethylene ketal (1.8 g, 0.011 mol) in 20 mL of dry THF. The reaction mixture was stirred for 1 h, allowed to warm to 20° C. and ... Starting materials: SCC(O)C(O)CS (DL-dithiothreitol), S(C#N)C1=CC2=C(N=C(S2)NC(OC)=O)C=C1 (methyl (6-thiocyanato-1,3-benzothiazol-2-yl)-carbamate). Reagents/catalysts: P(=O)(O)(O)[O-].[K+] (potassium dihydrogen phosphate). The solvent is O (water), C(C)O (ethanol), O (water). Conditions: temperature 20 celsius, time 18 hour. The product is SC1=CC2=C(N=C(S2)NC(OC)=O)C=C1 (methyl (6-sulphanyl-1,3-benzothiazol-2-yl)carbamate). Isolated yield 91.1%. As a reaction SMILES: SCC(C(CS)O)O.[S:9]([C:12]1[CH:25]=[CH:24][C:15]2[N:16]=[C:17]([NH:19][C:20](=[O:23])[O:21][CH3:22])[S:18][C:14]=2[CH:13]=1)C#N>O.C(O)C.P([O-])(O)(O)=O.[K+]>[SH:9][C:12]1[CH:25]=[CH:24][C:15]2[N:16]=[C:17]([NH:19][C:20](=[O:23])[O:21][CH3:22])[S:18][C:14]=2[CH:13]=1 |f:4.5|. Procedure: a solution of 5 mg of potassium dihydrogen phosphate in 1.1 cm3 of water at 20° C., followed by 480 mg of DL-dithiothreitol, are added to a white suspension of 280 mg of methyl (6-thiocyanato-1,3-benzothiazol-2-yl)-carbamate in 11 cm3 of ethanol at 20° C. The white suspension is stirred for 18 h at reflux. The reaction mixture is cooled to 20° C., then 10 cm3 of water are added and the mixture is stirred for 15 minutes. The precipitate is spin-filter-dried and then washed with large volumes of w...